From a dataset of the Open Reaction Database (ORD), a public repository of structured organic reaction records. describe an organic reaction: reactants, conditions, products, and yield The reactants are C(O)([O-])=O.[Na+] (sodium hydrogencarbonate), BrC1=CC(=C(C=C1)F)[N+](=O)[O-] (4-bromo-1-fluoro-2-nitrobenzene), N1C(=NC=C1)CCC(=O)OCC (ethyl 3-(1H-imidazol-2-yl)propanoate), C([O-])([O-])=O.[K+].[K+] (potassium carbonate). Run in C(C)(=O)OCC (ethyl acetate), O (water), CN(C(C)=O)C (N,N-dimethylacetamide). Run at temperature 100 celsius, time 2 hour. Product: BrC=1C=C2NC(C=3N(C2=CC1)C(=NC3)CCC(=O)OCC)=O (Ethyl 3-(7-bromo-4-oxo-4,5-dihydroimidazo[1,5-a]quinoxalin-1-yl)propanoate). The yield is 20.9%. As a reaction SMILES: [Br:1][C:2]1[CH:7]=[CH:6][C:5](F)=[C:4]([N+:9]([O-])=O)[CH:3]=1.[NH:12]1[CH:16]=[CH:15][N:14]=[C:13]1[CH2:17][CH2:18][C:19]([O:21][CH2:22][CH3:23])=[O:20].[C:24](=O)([O-])[O-:25].[K+].[K+].C(=O)([O-])O.[Na+]>C(OCC)(=O)C.O.CN(C)C(=O)C>[Br:1][C:2]1[CH:3]=[C:4]2[C:5](=[CH:6][CH:7]=1)[N:12]1[C:13]([CH2:17][CH2:18][C:19]([O:21][CH2:22][CH3:23])=[O:20])=[N:14][CH:15]=[C:16]1[C:24](=[O:25])[NH:9]2 |f:2.3.4,5.6|. Reported procedure: A mixture of 4-bromo-1-fluoro-2-nitrobenzene 324 mg, ethyl 3-(1H-imidazol-2-yl)propanoate 248 mg, potassium carbonate 407 mg and N,N-dimethylacetamide 10 mL was heated at 100° C. for 12 hours in nitrogen atmosphere. The reaction liquid was diluted with ethyl acetate and water was added thereto to induce phase separation. The organic layer was washed with saturated brine and dried over sodium sulfate, from which then the solvent was distilled off. Thus obtained oily substance was dissolved in a l...